From a dataset of the Open Reaction Database (ORD), a public repository of structured organic reaction records. describe an organic reaction: reactants, conditions, products, and yield Reactants: C(C)(=O)OC(C)=O (acetic anhydride), N1=CC=CC=C1 (pyridine), IC1=CC=C(N)C=C1 (4-Iodoaniline). The solvent is C(C)(=O)OCC (ethyl acetate). Conditions: time 2 hour. Product: CC(=O)NC1=CC=C(C=C1)I (4-iodoacetanilide). The yield is 98.8%. As a reaction SMILES: [I:1][C:2]1[CH:8]=[CH:7][C:5]([NH2:6])=[CH:4][CH:3]=1.[C:9](OC(=O)C)(=[O:11])[CH3:10].N1C=CC=CC=1>C(OCC)(=O)C>[CH3:10][C:9]([NH:6][C:5]1[CH:7]=[CH:8][C:2]([I:1])=[CH:3][CH:4]=1)=[O:11]. Procedure: 4-Iodoaniline (11.0 g, 50.4 mmol) was dissolved in 60 mL of ethyl acetate and the solution was added with 10 mL of acetic anhydride (10.8 g, 106 mmol) and 7.8 mL of pyridine (7.65 g, 99.4 mmol), and the mixture was stirred at room temperature for 2 hours with an equipment of a CaCl2 tube. A solvent was evaporated under reduced pressure to obtain 4-iodoacetanilide (yield: 13.0 g, percent yield: 99.0%). Starting materials: [N+](=O)([O-])C1=C(C=C(C=C1)CC)C(F)(F)F (2-nitro-5-ethylbenzotrifluoride). The reagents and catalysts are [Fe] (iron). The product is FC(C1=C(N)C=CC(=C1)CC)(F)F (2-trifluoromethyl-4-ethylaniline). Isolated yield 98.8%. As a reaction SMILES: [N+:1]([C:4]1[CH:9]=[CH:8][C:7]([CH2:10][CH3:11])=[CH:6][C:5]=1[C:12]([F:15])([F:14])[F:13])([O-])=O>[Fe]>[F:13][C:12]([F:14])([F:15])[C:5]1[CH:6]=[C:7]([CH2:10][CH3:11])[CH:8]=[CH:9][C:4]=1[NH2:1]. Reported procedure: 61 g of 2-nitro-5-ethylbenzotrifluoride were reduced analogously to Example 4 by means of iron. 52 g of 2-trifluoromethyl-4-ethylaniline (boiling point: 96°-8° C./20 mbar, nD20 : 1.4788) are obtained. Reactants: CC(=O)O[BH-](OC(C)=O)OC(C)=O, C1CCNCC1, ClCCl, CC(=O)O, CN(C)C=O, COc1cc(Nc2c(C#N)cnc3cc(-c4ccc(C=O)s4)ccc23)c(Cl)cc1Cl, [Na+]. Product: COc1cc(Nc2c(C#N)cnc3cc(-c4ccc(CN5CCCCC5)s4)ccc23)c(Cl)cc1Cl. Reaction SMILES: [C:37]([O:38][BH-:39]([O:40][C:41](=[O:42])[CH3:43])[O:44][C:45](=[O:46])[CH3:47])(=[O:48])[CH3:49].[CH2:1]1[CH2:2][CH2:3][NH:4][CH2:5][CH2:6]1.[CH2:55]([Cl:56])[Cl:57].[CH3:51][C:52](=[O:53])[OH:54].[CH3:58][N:59]([CH3:60])[CH:61]=[O:62].[Cl:7][c:8]1[c:9]([NH:10][c:11]2[c:12]([C:28]#[N:29])[cH:13][n:14][c:15]3[cH:16][c:17](-[c:21]4[s:22][c:23]([CH:26]=[O:27])[cH:24][cH:25]4)[cH:18][cH:19][c:20]23)[cH:30][c:31]([O:35][CH3:36])[c:32]([Cl:34])[cH:33]1.[Na+:50]>>[CH2:1]1[CH2:2][CH2:3][N:4]([CH2:26][c:23]2[s:22][c:21](-[c:17]3[cH:16][c:15]4[n:14][cH:13][c:12]([C:28]#[N:29])[c:11]([NH:10][c:9]5[c:8]([Cl:7])[cH:33][c:32]([Cl:34])[c:31]([O:35][CH3:36])[cH:30]5)[c:20]4[cH:19][cH:18]3)[cH:25][cH:24]2)[CH2:5][CH2:6]1. The reactants are BrC1=CC2=C(N=C(S2)[C@@H]2C[C@H](C2)N2[C@@H](CCC2)C)C=C1 (Trans-6-bromo-2-{3-[(2R)-2-methylpyrrolidin-1-yl]cyclobutyl}-1,3-benzothiazole), COC1=CC=C(C=N1)B(O)O (6-methoxypyridine-3-boronic acid), N1=CN=CC(=C1)B(O)O (pyrimidine-5-boronic acid). Yields the product COC1=CC=C(C=N1)C1=CC2=C(N=C(S2)[C@@H]2C[C@H](C2)N2CCCCC2)C=C1 (Trans-6-(6-methoxypyridin-3-yl)-2-(3-piperidin-1-ylcyclobutyl)-1,3-benzothiazole). RXN SMILES: Br[C:2]1[CH:20]=[CH:19][C:5]2[N:6]=[C:7]([C@H:9]3[CH2:12][C@H:11]([N:13]4[CH2:17][CH2:16][CH2:15][C@H:14]4[CH3:18])[CH2:10]3)[S:8][C:4]=2[CH:3]=1.[CH3:21][O:22][C:23]1[N:28]=[CH:27][C:26](B(O)O)=[CH:25][CH:24]=1.N1C=C(B(O)O)C=NC=1>>[CH3:21][O:22][C:23]1[N:28]=[CH:27][C:26]([C:2]2[CH:20]=[CH:19][C:5]3[N:6]=[C:7]([C@H:9]4[CH2:12][C@H:11]([N:13]5[CH2:17][CH2:16][CH2:15][CH2:14][CH2:18]5)[CH2:10]4)[S:8][C:4]=3[CH:3]=2)=[CH:25][CH:24]=1. Procedure details: The title compound was prepared according to the procedure described in Example 1F, substituting the product of Example 44A for the product of Example 1E, and substituting 6-methoxypyridine-3-boronic acid for pyrimidine-5-boronic acid. 1H NMR (500 MHz, CDCl3) δ ppm 8.43 (d, J=2.44 Hz, 1H) 8.03 (d, J=8.54 Hz, 1H) 7.97 (d, J=1.53 Hz, 1H) 7.84 (dd, J=8.70, 2.59 Hz, 1H) 7.62 (dd, J=8.54, 1.83 Hz, 1H) 6.85 (d, J=8.54 Hz, 1H) 4.00 (s, 3H) 3.82-3.93 (m, 1H) 3.36-3.48 (m, 1H) 2.87-2.98 (m, 2H) 2.52-2.71...